From a dataset of the Open Reaction Database (ORD), a public repository of structured organic reaction records. describe an organic reaction: reactants, conditions, products, and yield Starting materials: C(C)N1N=NC(=C1)C=1C=C(CCOCCC(=O)OC(C)(C)C)C=CC1 (tert-butyl 3-(3-(1-ethyl-1H-1,2,3-triazol-4-yl)phenethoxy)propanoate), C(=O)(C(F)(F)F)O (TFA). Run in C(Cl)Cl (DCM). Run at temperature 25 celsius, time 30 minute. Yields the product C(C)N1N=NC(=C1)C=1C=C(CCOCCC(=O)O)C=CC1 (3-(3-(1-Ethyl-1H-1,2,3-triazol-4-yl)phenethoxy)propanoic acid). As a reaction SMILES: [CH2:1]([N:3]1[CH:7]=[C:6]([C:8]2[CH:9]=[C:10]([CH:23]=[CH:24][CH:25]=2)[CH2:11][CH2:12][O:13][CH2:14][CH2:15][C:16]([O:18]C(C)(C)C)=[O:17])[N:5]=[N:4]1)[CH3:2].C(O)(C(F)(F)F)=O>C(Cl)Cl>[CH2:1]([N:3]1[CH:7]=[C:6]([C:8]2[CH:9]=[C:10]([CH:23]=[CH:24][CH:25]=2)[CH2:11][CH2:12][O:13][CH2:14][CH2:15][C:16]([OH:18])=[O:17])[N:5]=[N:4]1)[CH3:2]. Procedure: A mixture of tert-butyl 3-(3-(1-ethyl-1H-1,2,3-triazol-4-yl)phenethoxy)propanoate [Example 4, Step iii)] (382 mg), DCM (5 mL) and TFA (5 mL) was stirred at 25° C. for 30 min and concentrated under vacuum to give the subtitled compound as a gum (625 mg). 1H NMR (300 MHz, CDCl3) δ 7.92 (s, 1H), 7.75 (s, 1H), 7.48 (d, J=7.6 Hz, 1H), 7.37 (t, J=7.6 Hz, 1H), 7.24 (s, 1H), 4.53 (q, J=7.4 Hz, 2H), 3.76 (t, J=5.9 Hz, 2H), 3.76 (t, J=6.0 Hz, 2H), 2.93 (t, J=6.0 Hz, 2H), 2.63 (t, J=5.9 Hz, 2H), 1.67 (t, J... The reactants are ice H2O, C(C)(C)(C)OC(=O)N1C[C@H]([C@@H]([C@H](C1)OCC=1C=CC2=C(N(CCO2)CCCOC)C1)C1=CC=C(C=C1)COC[C@@H](C)OCC)C=O ((3S,4R,5R)-4-[4-((R)-2-ethoxy-propoxymethyl)-phenyl]-3-formyl-5-[4-(3-methoxy-propyl)-3,4-dihydro-2H-benzo[1,4]oxazin-6-ylmethoxy]-piperidine-1-carboxylic acid tert-butyl ester), N1CCCC1 (pyrrolidine), C(C)(=O)O (acetic acid), C(C)(=O)O[BH-](OC(C)=O)OC(C)=O.[Na+] (sodium triacetoxyborohydride). Solvent: C1CCOC1 (THF). Reaction conditions: time 5 hour. The product is C(C)O[C@@H](COCC1=CC=C(C=C1)[C@@H]1[C@H](CNC[C@H]1CN1CCCC1)OCC=1C=CC2=C(N(CCO2)CCCOC)C1)C (6-{(3R,4R,5S)-4-[4-((R)-2-Ethoxy-propoxymethyl)-phenyl]-5-pyrrolidin-1-ylmethyl-piperidin-3-yloxymethyl}-4-(3-methoxy-propyl)-3,4-dihydro-2H-benzo[1,4]oxazine). As a reaction SMILES: C(OC([N:8]1[CH2:13][C@H:12]([O:14][CH2:15][C:16]2[CH:17]=[CH:18][C:19]3[O:24][CH2:23][CH2:22][N:21]([CH2:25][CH2:26][CH2:27][O:28][CH3:29])[C:20]=3[CH:30]=2)[C@@H:11]([C:31]2[CH:36]=[CH:35][C:34]([CH2:37][O:38][CH2:39][C@H:40]([O:42][CH2:43][CH3:44])[CH3:41])=[CH:33][CH:32]=2)[C@H:10]([CH:45]=O)[CH2:9]1)=O)(C)(C)C.[NH:47]1[CH2:51][CH2:50][CH2:49][CH2:48]1.C(O)(=O)C.C(O[BH-](OC(=O)C)OC(=O)C)(=O)C.[Na+]>C1COCC1>[CH2:43]([O:42][C@H:40]([CH3:41])[CH2:39][O:38][CH2:37][C:34]1[CH:35]=[CH:36][C:31]([C@H:11]2[C@H:10]([CH2:45][N:47]3[CH2:51][CH2:50][CH2:49][CH2:48]3)[CH2:9][NH:8][CH2:13][C@@H:12]2[O:14][CH2:15][C:16]2[CH:17]=[CH:18][C:19]3[O:24][CH2:23][CH2:22][N:21]([CH2:25][CH2:26][CH2:27][O:28][CH3:29])[C:20]=3[CH:30]=2)=[CH:32][CH:33]=1)[CH3:44] |f:3.4|. Procedure details: To a solution of 1 mmol of (3S,4R,5R)-4-[4-((R)-2-ethoxy-propoxymethyl)-phenyl]-3-formyl-5-[4-(3-methoxy-propyl)-3,4-dihydro-2H-benzo[1,4]oxazin-6-ylmethoxy]-piperidine-1-carboxylic acid tert-butyl ester in 5 ml of THF are added 1.2 mmol of pyrrolidine, 1.1 mmol of acetic acid and 1.5 mmol of sodium triacetoxyborohydride. The reaction mixture is stirred for 5 h, and poured on an ice H2O mixture. The mixture is extracted with TBME (3×). The combined organic phases are washed with H2O and brine, d... Reactants: C(CCCCCCCCC)C1=CC=C(C=C1)CO (4-Decylphenylmethanol), C1(=CC=CC=C1)C (toluene), Br (hydrobromic acid). Reaction conditions: temperature 90 celsius. Yields the product BrCC(CCCC1=CC=CC=C1)CCCCCC (4-Bromomethyldecylbenzene). Reaction SMILES: [CH2:1]([C:11]1[CH:16]=[CH:15]C(CO)=C[CH:12]=1)[CH2:2][CH2:3][CH2:4][CH2:5][CH2:6]CCCC.[BrH:19].[C:20]1([CH3:26])[CH:25]=[CH:24][CH:23]=[CH:22][CH:21]=1>>[Br:19][CH2:12][CH:11]([CH2:1][CH2:2][CH2:3][CH2:4][CH2:5][CH3:6])[CH2:16][CH2:15][CH2:26][C:20]1[CH:25]=[CH:24][CH:23]=[CH:22][CH:21]=1. Reported procedure: 4-Decylphenylmethanol (3.91 g) was dissolved in toluene (40 ml) and thereto was added 48% hydrobromic acid (40 ml). The mixture was refluxed under heating at 90° C. for 6 hours. After cooling, the organic layer was separated and washed with saturated brine and a sodium hydrogencarbonate solution. The mixture was dried over anhydrous sodium sulfate and the solvent was distilled away to give 4.9 g of the oily subject compound. The reactants are C[N+](C)(C)Cc1ccccc1, COc1ccc([N+](=O)[O-])c(OC)c1, CC(=O)O, [Cl-], [Cl-], O=I(=O)Cl, O=I(=O)Cl, [Zn+2]. Product: COc1cc(OC)c([N+](=O)[O-])cc1I. As a reaction SMILES: [CH2:22]([N+:23]([CH3:24])([CH3:25])[CH3:26])[c:27]1[cH:28][cH:29][cH:30][cH:31][cH:32]1.[CH3:1][O:2][c:3]1[c:4]([N+:11](=[O:12])[O-:13])[cH:5][cH:6][c:7]([O:9][CH3:10])[cH:8]1.[CH3:36][C:37](=[O:38])[OH:39].[Cl-:33].[Cl-:35].[I:14]([Cl:15])(=[O:16])=[O:17].[I:18]([Cl:19])(=[O:20])=[O:21].[Zn+2:34]>>[CH3:1][O:2][c:3]1[c:4]([N+:11](=[O:12])[O-:13])[cH:5][c:6]([I:14])[c:7]([O:9][CH3:10])[cH:8]1.